From a dataset of the Open Reaction Database (ORD), a public repository of structured organic reaction records. describe an organic reaction: reactants, conditions, products, and yield Reactants: CCCc1c(-c2nc(-c3ccc(C(O)CBr)cc3)no2)noc1-c1ccccc1, CCCC[N+](CCCC)(CCCC)CCCC, CS(C)=O, OC1CCCNC1, [OH-]. Yields the product CCCc1c(-c2nc(-c3ccc(C(O)CN4CCCC(O)C4)cc3)no2)noc1-c1ccccc1. As a reaction SMILES: [Br:26][CH2:27][CH:28]([OH:29])[c:30]1[cH:31][cH:32][c:33](-[c:36]2[n:37][o:38][c:39](-[c:41]3[n:42][o:43][c:44](-[c:49]4[cH:50][cH:51][cH:52][cH:53][cH:54]4)[c:45]3[CH2:46][CH2:47][CH3:48])[n:40]2)[cH:34][cH:35]1.[CH2:9]([N+:10]([CH2:11][CH2:12][CH2:13][CH3:14])([CH2:15][CH2:16][CH2:17][CH3:18])[CH2:19][CH2:20][CH2:21][CH3:22])[CH2:23][CH2:24][CH3:25].[CH3:55][S:56]([CH3:57])=[O:58].[NH:1]1[CH2:2][CH:3]([OH:7])[CH2:4][CH2:5][CH2:6]1.[OH-:8]>>[N:1]1([CH2:27][CH:28]([OH:29])[c:30]2[cH:31][cH:32][c:33](-[c:36]3[n:37][o:38][c:39](-[c:41]4[n:42][o:43][c:44](-[c:49]5[cH:50][cH:51][cH:52][cH:53][cH:54]5)[c:45]4[CH2:46][CH2:47][CH3:48])[n:40]3)[cH:34][cH:35]2)[CH2:2][CH:3]([OH:7])[CH2:4][CH2:5][CH2:6]1. Starting materials: C(C)(C)C1=NC(=C(C(=C1CO)C1=CC=C(C=C1)F)C=CCC(C)C)C(C)C (2,6Diisopropyl-3-hydroxymethyl-4-(4-fluorophenyl)-5-(4-methyl-1-pentenyl)pyridine). Run in C(C)(=O)OCC.CCCCCC (ethyl acetate hexane). Product: C(C)(C)C1=NC(=C(C(=C1CO)C1=CC=C(C=C1)F)CCCC(C)C)C(C)C (2,6-Diisopropyl-3-hydroxymethyl-4-(4-fluorophenyl)-5-(4-methylpentyl)pyridine). As a reaction SMILES: [CH:1]([C:4]1[C:9]([CH2:10][OH:11])=[C:8]([C:12]2[CH:17]=[CH:16][C:15]([F:18])=[CH:14][CH:13]=2)[C:7]([CH:19]=[CH:20][CH2:21][CH:22]([CH3:24])[CH3:23])=[C:6]([CH:25]([CH3:27])[CH3:26])[N:5]=1)([CH3:3])[CH3:2]>C(OCC)(=O)C.CCCCCC>[CH:1]([C:4]1[C:9]([CH2:10][OH:11])=[C:8]([C:12]2[CH:13]=[CH:14][C:15]([F:18])=[CH:16][CH:17]=2)[C:7]([CH2:19][CH2:20][CH2:21][CH:22]([CH3:24])[CH3:23])=[C:6]([CH:25]([CH3:27])[CH3:26])[N:5]=1)([CH3:3])[CH3:2] |f:1.2|. Procedure: The title compound was prepared from 2,6-diisopropyl-3-hydroxymethyl-4-(4-fluorophenyl)-5-(4-methyl-1-pentenyl)pyridine (Example 28) according to the procedure described in Example 1, Step H. 1H NMR (300 MHz, CDCl3): δ7.14 (m, 4 H), 4.33 (d, J=5 Hz, 2 H), 3.41 (sept, J=6.6 Hz, 1 H), 3.22 (sept, J=6.6 Hz, 1 H), 2.23 (m, 2 H), 1.38 (m, 1 H), 1.33 (d, J=6.6 Hz, 6 H), 1.30 (d, J=6.6 Hz, 6 H), 1.27 (m, 1 H), 1.17 (m, 1 H), 1.00 (m, 3 H), 0.76 (d, J=6.6 Hz, 6 H). FAB-MS: calculated for (C24H34FNO) 371...